Dataset: the Open Reaction Database (ORD), a public repository of structured organic reaction records. Task: describe an organic reaction: reactants, conditions, products, and yield The reactants are COS(=O)(=O)OC, [NH2-], [Na+], [Na], [OH-], OCC1CCCCCCCCCCC1, Cc1ccccc1C. The product is COCC1CCCCCCCCCCC1. As a reaction SMILES: [CH3:17][O:18][S:19]([O:20][CH3:21])(=[O:22])=[O:23].[NH2-:2].[Na+:25].[Na:1].[OH-:24].[OH:3][CH2:4][CH:5]1[CH2:6][CH2:7][CH2:8][CH2:9][CH2:10][CH2:11][CH2:12][CH2:13][CH2:14][CH2:15][CH2:16]1.[c:26]1([CH3:27])[c:28]([CH3:29])[cH:30][cH:31][cH:32][cH:33]1>>[O:3]([CH2:4][CH:5]1[CH2:6][CH2:7][CH2:8][CH2:9][CH2:10][CH2:11][CH2:12][CH2:13][CH2:14][CH2:15][CH2:16]1)[CH3:17].